From a dataset of the Open Reaction Database (ORD), a public repository of structured organic reaction records. describe an organic reaction: reactants, conditions, products, and yield The reactants are ClCCCOC=1C=CC2=C(N(C=N2)C=2SC(=C(N2)C2=CC(=CC=C2)Cl)C(=O)N)C1 (2-[6-(3-chloro-propoxy)-benzoimidazol-1-yl]-4-(3-chloro-phenyl)-thiazole-5-carboxylic acid amide), C([O-])([O-])=O.[K+].[K+] (potassium carbonate), [I-].[K+] (potassium iodide), NCCO (2-amino-ethanol), CN(C=O)C (dimethylformamide). Reaction conditions: time 6 hour. Yields the product OCCN(CCCOC=1C=CC2=C(N(C=N2)C=2SC(=C(N2)C2=CC(=CC=C2)Cl)C(=O)N)C1)CCO (2-(6-{3-[bis-(2-hydroxy-ethyl)-amino]-propoxy}-benzoimidazol-1-yl)-4-(3-chloro-phenyl)-thiazole-5-carboxylic acid amide). Reaction SMILES: Cl[CH2:2][CH2:3][CH2:4][O:5][C:6]1[CH:7]=[CH:8][C:9]2[N:13]=[CH:12][N:11]([C:14]3[S:15][C:16]([C:26]([NH2:28])=[O:27])=[C:17]([C:19]4[CH:24]=[CH:23][CH:22]=[C:21]([Cl:25])[CH:20]=4)[N:18]=3)[C:10]=2[CH:29]=1.[C:30](=[O:33])([O-])[O-].[K+].[K+].[I-].[K+].[NH2:38][CH2:39][CH2:40][OH:41].[CH3:42]N(C)C=O>>[OH:41][CH2:40][CH2:39][N:38]([CH2:42][CH2:30][OH:33])[CH2:2][CH2:3][CH2:4][O:5][C:6]1[CH:7]=[CH:8][C:9]2[N:13]=[CH:12][N:11]([C:14]3[S:15][C:16]([C:26]([NH2:28])=[O:27])=[C:17]([C:19]4[CH:24]=[CH:23][CH:22]=[C:21]([Cl:25])[CH:20]=4)[N:18]=3)[C:10]=2[CH:29]=1 |f:1.2.3,4.5|. Reported procedure: A mixture of 0.043 g (0.1 mmole) of 2-[6-(3-chloro-propoxy)-benzoimidazol-1-yl]-4-(3-chloro-phenyl)-thiazole-5-carboxylic acid amide (I.34a), 1 mL of dimethylformamide, 0.069 g (0.5 mmole) of potassium carbonate, 0.001 g of potassium iodide and 0.011 mL (0.2 mmole) of 2-amino-ethanol was stirred at 100 degrees for 6 hours. The mixture was cooled, the solid was removed by filtration and the filtrate purified by reverse phase silica gel chromatography, eluting with acetonitrile-water (gradient 20:... Reactants: C(C)(C)(C)N1C=C(C2=C1N=CN=C2)C(=O)C=2C=NC=C(C2)NC ((7-tert-Butyl-7H-pyrrolo[2,3-d]pyrimidin-5-yl)-(5-methylamino-pyridin-3-yl)-methanone), ClC1=CC=C(C=C1)CC(=O)O ((4-chloro-phenyl)-acetic acid). Yields the product C(C)(C)(C)N1C=C(C2=C1N=CN=C2)C(=O)C=2C=C(C=NC2)N(C(CC2=CC=C(C=C2)Cl)=O)C (N-[5-(7-tert-Butyl-7H-pyrrolo[2,3-d]pyrimidine-5-carbonyl)-pyridin-3-yl]-2-(4-chloro-phenyl)-N-methyl-acetamide). Reaction SMILES: [C:1]([N:5]1[C:9]2[N:10]=[CH:11][N:12]=[CH:13][C:8]=2[C:7]([C:14]([C:16]2[CH:17]=[N:18][CH:19]=[C:20]([NH:22][CH3:23])[CH:21]=2)=[O:15])=[CH:6]1)([CH3:4])([CH3:3])[CH3:2].[Cl:24][C:25]1[CH:30]=[CH:29][C:28]([CH2:31][C:32]([OH:34])=O)=[CH:27][CH:26]=1>>[C:1]([N:5]1[C:9]2[N:10]=[CH:11][N:12]=[CH:13][C:8]=2[C:7]([C:14]([C:16]2[CH:21]=[C:20]([N:22]([CH3:23])[C:32](=[O:34])[CH2:31][C:28]3[CH:27]=[CH:26][C:25]([Cl:24])=[CH:30][CH:29]=3)[CH:19]=[N:18][CH:17]=2)=[O:15])=[CH:6]1)([CH3:4])([CH3:3])[CH3:2]. Procedure: The title compound was prepared according to the method described for Example 1 using (7-tert-Butyl-7H-pyrrolo[2,3-d]pyrimidin-5-yl)-(5-methylamino-pyridin-3-yl)-methanone (Preparation 187) and (4-chloro-phenyl)-acetic acid to afford the title compound as off white solid in 45% yield, 21 mg. The reactants are O=C=NCCBr, ClCCl, Cl, [H-], CC(C)(C)OC(=O)NC(CN)c1cccc(C(F)(F)F)c1, [Na+]. The product is CC(C)(C)OC(=O)NC(CN1CCNC1=O)c1cccc(C(F)(F)F)c1. RXN SMILES: [Br:22][CH2:23][CH2:24][N:25]=[C:26]=[O:27].[Cl:31][CH2:32][Cl:33].[ClH:30].[H-:28].[NH2:1][CH2:2][CH:3]([c:4]1[cH:5][c:6]([C:10]([F:11])([F:12])[F:13])[cH:7][cH:8][cH:9]1)[NH:14][C:15]([O:16][C:17]([CH3:18])([CH3:19])[CH3:20])=[O:21].[Na+:29]>>[N:1]1([CH2:2][CH:3]([c:4]2[cH:5][c:6]([C:10]([F:11])([F:12])[F:13])[cH:7][cH:8][cH:9]2)[NH:14][C:15]([O:16][C:17]([CH3:18])([CH3:19])[CH3:20])=[O:21])[CH2:23][CH2:24][NH:25][C:26]1=[O:27]. Reactants: C(=C)C=1C=C(C(=O)O)C=CC1 (3-vinylbenzoic acid), C(C(=O)Cl)(=O)Cl (oxalyl chloride). Reagents/catalysts: CN(C)C=O (DMF). Solvent: C(Cl)Cl (CH2Cl2). Yields the product C(=C)C=1C=C(C(=O)Cl)C=CC1 (3-Vinylbenzoyl Chloride). As a reaction SMILES: [CH:1]([C:3]1[CH:4]=[C:5]([CH:9]=[CH:10][CH:11]=1)[C:6](O)=[O:7])=[CH2:2].C(Cl)(=O)C([Cl:15])=O>C(Cl)Cl.CN(C=O)C>[CH:1]([C:3]1[CH:4]=[C:5]([CH:9]=[CH:10][CH:11]=1)[C:6]([Cl:15])=[O:7])=[CH2:2]. Procedure: To a mixture of 3-vinylbenzoic acid (1.0 g, 6.75 mmol) in CH2Cl2 (20 mL) is added oxalyl chloride (2.35 mL, 3.42 g, 26.9 mmol) and 1 drop of DMF. After 2 h the solvent is removed under reduced pressure and the residue is redissolved in CH2Cl2 and concentrated again (4×) to afford the title compound which is used without further purification.